This data is from the Open Reaction Database (ORD), a public repository of structured organic reaction records. The task is: describe an organic reaction: reactants, conditions, products, and yield The reactants are N[C@@H](CCCCNC(=O)OC(C)(C)C)C(=O)OC (H-Lys(Boc)-OMe), BrC=1C=C(C[C@@H](NC(=O)NCCC2=CC(=CC=C2)OC)C(=O)O)C=C(C1O)Br (3,5-dibromo-N-[[[2-(3-methoxyphenyl)ethyl]amino]carbonyl]-D-tyrosine), CCN(C(C)C)C(C)C (DIEA), CN(C)C(=[N+](C)C)ON1C2=C(C=CC=C2)N=N1.[B-](F)(F)(F)F (TBTU), C=1C=CC2=C(C1)N=NN2O (HOBt). Run in CN(C=O)C (dimethylformamide), CN(C=O)C (dimethylformamide). Yields the product CN([C@@H](CCCCNC(=O)OC(C)(C)C)C(=O)O)C([C@H](NC(=O)NCCC1=CC(=CC=C1)OC)CC1=CC(=C(C(=C1)Br)O)Br)=O (methyl N6-[(1,1-dimethylethoxy)carbonyl]-N2-[N-[[[2-(3-methoxyphenyl)ethyl]amino]carbonyl]-3,5-dibromo-D-tyrosyl]-L-lysine). Reaction SMILES: [Br:1][C:2]1[CH:3]=[C:4]([CH:24]=[C:25]([Br:28])[C:26]=1[OH:27])[CH2:5][C@H:6]([C:21]([OH:23])=O)[NH:7][C:8]([NH:10][CH2:11][CH2:12][C:13]1[CH:18]=[CH:17][CH:16]=[C:15]([O:19][CH3:20])[CH:14]=1)=[O:9].[CH3:29]CN(C(C)C)C(C)C.CN(C(ON1N=NC2C=CC=CC1=2)=[N+](C)C)C.[B-](F)(F)(F)F.C1C=CC2N(O)N=NC=2C=1.[NH2:70][C@H:71]([C:84]([O:86]C)=[O:85])[CH2:72][CH2:73][CH2:74][CH2:75][NH:76][C:77]([O:79][C:80]([CH3:83])([CH3:82])[CH3:81])=[O:78]>CN(C)C=O>[CH3:29][N:70]([C:21](=[O:23])[C@@H:6]([CH2:5][C:4]1[CH:24]=[C:25]([Br:28])[C:26]([OH:27])=[C:2]([Br:1])[CH:3]=1)[NH:7][C:8]([NH:10][CH2:11][CH2:12][C:13]1[CH:18]=[CH:17][CH:16]=[C:15]([O:19][CH3:20])[CH:14]=1)=[O:9])[C@H:71]([C:84]([OH:86])=[O:85])[CH2:72][CH2:73][CH2:74][CH2:75][NH:76][C:77]([O:79][C:80]([CH3:83])([CH3:82])[CH3:81])=[O:78] |f:2.3|. Procedure details: To a mixture of 10 g (19.4 mmol) of 3,5-dibromo-N-[[[2-(3-methoxyphenyl)ethyl]amino]carbonyl]-D-tyrosine, 2.6 g (20 mmol) of DIEA, 6.4 g (20 mmol) of TBTU, 2.64 g (19.5 mmol) of HOBt and 200 ml of dimethylformamide was added dropwise, with stirring, a solution of 5.04 g (19.4 mmol) of H-Lys(Boc)-OMe in 50 ml of dimethylformamide and the mixture was stirred overnight at room temperature. The reaction mixture was evaporated down in vacuo and the residue was taken up in 250 ml of ethyl acetate. The...